This data is from the Open Reaction Database (ORD), a public repository of structured organic reaction records. The task is: describe an organic reaction: reactants, conditions, products, and yield The reactants are crude product, solution, C(C1=CC=CC=C1)[C@@H]1C(NC[C@H]1C1=CC(=C(C=C1)OC)OC)=O (trans-3-benzyl-4-(3,4-dimethoxyphenyl)-2-pyrrolidone), Cl (hydrochloric acid). Solvent: C1CCOC1 (THF). Run at temperature 60 celsius, time 30 minute. Yields the product C(C1=CC=CC=C1)[C@@H]1CNC[C@H]1C1=CC(=C(C=C1)OC)OC (trans-3-Benzyl-4-(3,4-dimethoxyphenyl)-pyrrolidine). The yield is 47.9%. RXN SMILES: [CH2:1]([C@H:8]1[C@H:12]([C:13]2[CH:18]=[CH:17][C:16]([O:19][CH3:20])=[C:15]([O:21][CH3:22])[CH:14]=2)[CH2:11][NH:10][C:9]1=O)[C:2]1[CH:7]=[CH:6][CH:5]=[CH:4][CH:3]=1.Cl>C1COCC1>[CH2:1]([C@H:8]1[C@H:12]([C:13]2[CH:18]=[CH:17][C:16]([O:19][CH3:20])=[C:15]([O:21][CH3:22])[CH:14]=2)[CH2:11][NH:10][CH2:9]1)[C:2]1[CH:7]=[CH:6][CH:5]=[CH:4][CH:3]=1. Procedure details: 10 ml of 1M borane/THF complex was added to 10 ml of a solution of 0.81 g (2.6 mmol) of trans-3-benzyl-4-(3,4-dimethoxyphenyl)-2-pyrrolidone in THF, and the mixture was heated under reflux for 6 hr. After the completion of the cooling, 10 ml of a 6N hydrochloric acid solution was dropwise added at room temperature carefully, and the mixture was stirred at 60° C. for 30 min. THF was distilled off in vacuo, and the residue was basified with a 10% aqueous sodium hydroxide solution and extracted twi... Reactants: 12.5, Cl.Cl.C(CCC)N1CCN(CC1)C1=CC=C(C=C1)OC (1-butyl-4-(4-methoxyphenyl)-piperazine dihydrochloride), Br (hydrobromic acid). The solvent is C(C)(=O)O (acetic acid). Yields the product 13.1, Br.C(CCC)N1CCN(CC1)C1=CC=C(C=C1)O (4-(4-butyl-1-piperazinyl)phenol monohydrobromide). The yield is 81.0%. As a reaction SMILES: Cl.Cl.[CH2:3]([N:7]1[CH2:12][CH2:11][N:10]([C:13]2[CH:18]=[CH:17][C:16]([O:19]C)=[CH:15][CH:14]=2)[CH2:9][CH2:8]1)[CH2:4][CH2:5][CH3:6].[BrH:21]>C(O)(=O)C>[BrH:21].[CH2:3]([N:7]1[CH2:12][CH2:11][N:10]([C:13]2[CH:14]=[CH:15][C:16]([OH:19])=[CH:17][CH:18]=2)[CH2:9][CH2:8]1)[CH2:4][CH2:5][CH3:6] |f:0.1.2,5.6|. Procedure details: A mixture of 12.5 parts of 1-butyl-4-(4-methoxyphenyl)-piperazine dihydrochloride and 150 parts of hydrobromic acid solution 48% in glacial acetic acid is stirred and refluxed overnight. The reaction mixture is evaporated and the residue is triturated in 2-propanone. The product is filtered off and crystallized from water, yielding 13.1 parts (81%) of 4-(4-butyl-1-piperazinyl)phenol monohydrobromide; mp. 281.9° C. Starting materials: Cl.NO (hydroxylamine hydrochloride), O=C(CCC1C(CN(CC1)CCSC1=C(C=CC(=C1)F)F)CC(=O)OC)C1=C(C=NC2=CC=C(C=C12)OC)F (methyl (3RS,4RS)-4-[3-oxo-3-(3-fluoro-6-methoxyquinolin-4-yl)propyl)-1-[2-(2,5-difluorophenylthio)ethyl]piperidine-3-acetate). Run in N1=CC=CC=C1 (pyridine). Conditions: temperature 20 celsius, time 20 hour. The product is ON=C(CCC1C(CN(CC1)CCSC1=C(C=CC(=C1)F)F)CC(=O)OC)C1=C(C=NC2=CC=C(C=C12)OC)F (methyl (3RS,4RS)-4-[3-hydroxyimino-3-(3-fluoro-6-methoxyquinolin-4-yl)propyl]-1-[2-(2,5-difluorophenylthio)ethyl]piperidine-3-acetate). Isolated yield 79.2%. RXN SMILES: Cl.[NH2:2][OH:3].O=[C:5]([C:30]1[C:39]2[C:34](=[CH:35][CH:36]=[C:37]([O:40][CH3:41])[CH:38]=2)[N:33]=[CH:32][C:31]=1[F:42])[CH2:6][CH2:7][CH:8]1[CH2:13][CH2:12][N:11]([CH2:14][CH2:15][S:16][C:17]2[CH:22]=[C:21]([F:23])[CH:20]=[CH:19][C:18]=2[F:24])[CH2:10][CH:9]1[CH2:25][C:26]([O:28][CH3:29])=[O:27]>N1C=CC=CC=1>[OH:3][N:2]=[C:5]([C:30]1[C:39]2[C:34](=[CH:35][CH:36]=[C:37]([O:40][CH3:41])[CH:38]=2)[N:33]=[CH:32][C:31]=1[F:42])[CH2:6][CH2:7][CH:8]1[CH2:13][CH2:12][N:11]([CH2:14][CH2:15][S:16][C:17]2[CH:22]=[C:21]([F:23])[CH:20]=[CH:19][C:18]=2[F:24])[CH2:10][CH:9]1[CH2:25][C:26]([O:28][CH3:29])=[O:27] |f:0.1|. Procedure: 0.347 g of hydroxylamine hydrochloride were added, in several portions, to a mixture of 1 g of methyl (3RS,4RS)-4-[3-oxo-3-(3-fluoro-6-methoxyquinolin-4-yl)propyl)-1-[2-(2,5-difluorophenylthio)ethyl]piperidine-3-acetate in 10-cm3 of pyridine, with stirring and under an inert atmosphere, and the resulting mixture was stirred in the region of 20° C. for 24 hours and then for 20 hours in the region of 50° C. and for 1.25 hours in the region of 62° C. After cooling in the region of 20° C., the react... The reactants are O (water), C(C(=C)C)(=O)OC[Si](C)(C)C (Trimethylsilylmethyl methacrylate), C(C(=C)C)(=O)OC(C)(C)C (tertiarybutyl methacrylate), CC(C)(C#N)N=NC(C)(C)C#N (AIBN). Run in CO (methanol), C1(=CC=CC=C1)C (toluene), C1(=CC=CC=C1)C (toluene). Run at time 15 minute. Yields the product C(C(=C)C)(=O)OC[Si](C)(C)C.C(C(=C)C)(=O)OC(C)(C)C (trimethylsilylmethyl methacrylate tertiarybutyl methacrylate). Isolated yield 80.0%. Reaction SMILES: [C:1]([O:6][CH2:7][Si:8]([CH3:11])([CH3:10])[CH3:9])(=[O:5])[C:2]([CH3:4])=[CH2:3].[C:12]([O:17][C:18]([CH3:21])([CH3:20])[CH3:19])(=[O:16])[C:13]([CH3:15])=[CH2:14].CC(N=NC(C#N)(C)C)(C#N)C.O>C1(C)C=CC=CC=1.CO>[C:1]([O:6][CH2:7][Si:8]([CH3:11])([CH3:9])[CH3:10])(=[O:5])[C:2]([CH3:4])=[CH2:3].[C:12]([O:17][C:18]([CH3:21])([CH3:20])[CH3:19])(=[O:16])[C:13]([CH3:15])=[CH2:14] |f:6.7|. Procedure: Trimethylsilylmethyl methacrylate (TMSMMA) and tertiarybutyl methacrylate (TBMA) were mixed at a ratio of 1:1 so as to prepare a toluene solution having a monomer concentration of 5.0 mol/liter. Next, 2 mol %, on the basis of the monomer, of AIBN was added to the mixture, and the mixture was retained in an oil bath at 80° C. for 15 minutes. Next, the mixture was left standing to cool to room temperature. After the mixture was diluted with toluene, it was dropped into large quantities of a mixed ... Reactants: CC1=C(OC2=CC(=NC=C2)NC(=O)N2CCOCC2)C=CC(=C1)[N+](=O)[O-] (morpholine-4-carboxylic acid [4-(2-methyl-4-nitrophenoxy)pyridin-2-yl]amide), [Cl-].[NH4+] (ammonium chloride), O (water). Reagents/catalysts: [Fe] (iron). The solvent is C(C)(=O)OCC (ethyl acetate), C(C)O (ethanol), C(C)OCC (diethyl ether). Conditions: temperature 90 celsius. Product: NC1=CC(=C(OC2=CC(=NC=C2)NC(=O)N2CCOCC2)C=C1)C (Morpholine-4-carboxylic acid [4-(4-amino-2-methylphenoxy)pyridin-2-yl]amide). Isolated yield 25.9%. RXN SMILES: [CH3:1][C:2]1[CH:23]=[C:22]([N+:24]([O-])=O)[CH:21]=[CH:20][C:3]=1[O:4][C:5]1[CH:10]=[CH:9][N:8]=[C:7]([NH:11][C:12]([N:14]2[CH2:19][CH2:18][O:17][CH2:16][CH2:15]2)=[O:13])[CH:6]=1.[Cl-].[NH4+].O>C(O)C.C(OCC)(=O)C.C(OCC)C.[Fe]>[NH2:24][C:22]1[CH:21]=[CH:20][C:3]([O:4][C:5]2[CH:10]=[CH:9][N:8]=[C:7]([NH:11][C:12]([N:14]3[CH2:19][CH2:18][O:17][CH2:16][CH2:15]3)=[O:13])[CH:6]=2)=[C:2]([CH3:1])[CH:23]=1 |f:1.2|. Reported procedure: To a solution of morpholine-4-carboxylic acid [4-(2-methyl-4-nitrophenoxy)pyridin-2-yl]amide (775 mg) in ethanol (50 ml) were added electrolytic iron powder (505 mg), ammonium chloride (967 mg) and water (10 ml), followed by stirring to heat at 90° C. for 20 min. The reaction mixture was cooled down to room temperature, and filtered to remove an insoluble portion, which was then washed with water and N,N-dimethylformamide in this order. The filtrate was concentrated under a reduced pressure to g... Starting materials: OC1=C(C(OC2=C(C=CC=C12)C1=CC=CC=C1)=O)C1=CC=CC=C1 (4-hydroxy-3,8-diphenyl-coumarin), ClCCN1CCOCC1 (1-chloro-2-morpholinoethane). The product is O1CCN(CC1)CCOC1=C(C(OC2=C(C=CC=C12)C1=CC=CC=C1)=O)C1=CC=CC=C1 (4-(2'-Morpholinoethoxy)-3,8-diphenyl-coumarin). Yield: 75.0%. As a reaction SMILES: [OH:1][C:2]1[C:11]2[C:6](=[C:7]([C:12]3[CH:17]=[CH:16][CH:15]=[CH:14][CH:13]=3)[CH:8]=[CH:9][CH:10]=2)[O:5][C:4](=[O:18])[C:3]=1[C:19]1[CH:24]=[CH:23][CH:22]=[CH:21][CH:20]=1.Cl[CH2:26][CH2:27][N:28]1[CH2:33][CH2:32][O:31][CH2:30][CH2:29]1>>[O:31]1[CH2:32][CH2:33][N:28]([CH2:27][CH2:26][O:1][C:2]2[C:11]3[C:6](=[C:7]([C:12]4[CH:17]=[CH:16][CH:15]=[CH:14][CH:13]=4)[CH:8]=[CH:9][CH:10]=3)[O:5][C:4](=[O:18])[C:3]=2[C:19]2[CH:20]=[CH:21][CH:22]=[CH:23][CH:24]=2)[CH2:29][CH2:30]1. Reported procedure: 15.7 g. (0.05 mol) of 4-hydroxy-3,8-diphenyl-coumarin are treated, as in Example 8, with 9.7 g. (0.065 mol) of 1-chloro-2-morpholinoethane. After recrystallisation from isopropanol, 16 g. are obtained. M.P. 106°-108° C. Yield 75% (theoretical yield 21.3 g.). Procedure details: 1.4 g. of 1-methyl-3-n-propyl-5-pyrazolone is dissolved in 10 ml. of dioxane with heating and then 1.5 g. of calcium hydroxide is added to the resulting solution. 1.75 g. of 2-chlorobenzoyl chloride is added dropwise with stirring at 50° C. After completion of the dropwise addition, the mixture is heated under reflux for 1 hour. After completion of the reaction, the reaction mixture is allowed to cool and 100 ml. of a 2 N hydrochloric acid solution is added thereto. The mixture is extracted with... Solvent: C1=CC=CC=C1 (benzene), O1CCOCC1 (dioxane). Run at temperature 50 celsius. The product is CN1N=C(C(=C1O)C(C1=C(C=CC=C1)Cl)=O)CCC (1-Methyl-3-n-propyl-4-(2-chlorobenzoyl)-5-hydroxypyrazole). Reaction SMILES: [CH3:1][N:2]1[C:6](=[O:7])[CH:5]=[C:4]([CH2:8][CH2:9][CH3:10])[NH:3]1.[OH-].[Ca+2].[OH-].[Cl:14][C:15]1[CH:23]=[CH:22][CH:21]=[CH:20][C:16]=1[C:17](Cl)=[O:18].Cl>C1C=CC=CC=1.O1CCOCC1>[CH3:1][N:2]1[C:6]([OH:7])=[C:5]([C:17](=[O:18])[C:16]2[CH:20]=[CH:21][CH:22]=[CH:23][C:15]=2[Cl:14])[C:4]([CH2:8][CH2:9][CH3:10])=[N:3]1 |f:1.2.3|. The reactants are CN1NC(=CC1=O)CCC (1-methyl-3-n-propyl-5-pyrazolone), Cl (hydrochloric acid), [OH-].[Ca+2].[OH-] (calcium hydroxide), ClC1=C(C(=O)Cl)C=CC=C1 (2-chlorobenzoyl chloride). The yield is 9.2%. Starting materials: C[C@H]1NC(O[C@H]1C1=CC=CC=C1)=O ((4R,5S)-(+)-4-methyl-5-phenyl-2-oxazolidinone), [Li]CCCC (nBuLi), C(CCCCC)(=O)Cl (hexanoyl chloride). The solvent is C1CCOC1 (THF). Conditions: time 10 minute. Product: C(CCCCC)(=O)N1C(O[C@H]([C@H]1C)C1=CC=CC=C1)=O ((4R,5S)-3-hexanoyl-4-methyl-5-phenyloxazolidin-2-one). The yield is 71.9%. RXN SMILES: [CH3:1][C@@H:2]1[C@H:6]([C:7]2[CH:12]=[CH:11][CH:10]=[CH:9][CH:8]=2)[O:5][C:4](=[O:13])[NH:3]1.[Li]CCCC.[C:19](Cl)(=[O:25])[CH2:20][CH2:21][CH2:22][CH2:23][CH3:24]>C1COCC1>[C:19]([N:3]1[C@H:2]([CH3:1])[C@H:6]([C:7]2[CH:12]=[CH:11][CH:10]=[CH:9][CH:8]=2)[O:5][C:4]1=[O:13])(=[O:25])[CH2:20][CH2:21][CH2:22][CH2:23][CH3:24]. Procedure: To a solution of (4R,5S)-(+)-4-methyl-5-phenyl-2-oxazolidinone (Aldrich Chemicals, 1.77 g, 10 mmol) in THF (100 mL) at −78° C. was added nBuLi (6.6 mL, 1.6 M in Hexane, 10.6 mmol) dropwise. After 10 minutes, hexanoyl chloride (1.68 mL, 12 mmol) was added. After 30 minutes the solution was allowed to warm to rt, at which time the reaction was quenched with saturated ammonium chloride solution. After 10 minutes, 1 M NaOH was added, and the mixture extracted 3 times with ethyl acetate. The combined...